This data is from the Open Reaction Database (ORD), a public repository of structured organic reaction records. The task is: describe an organic reaction: reactants, conditions, products, and yield The reactants are CCOC(=O)c1ccc(C=C(C)c2ccc3c(c2)C(C)(C)C(=O)CC3(C)C)cc1, CCO, Cl, [K+], [OH-], O. The product is CC(=Cc1ccc(C(=O)O)cc1)c1ccc2c(c1)C(C)(C)C(=O)CC2(C)C. RXN SMILES: [CH3:1][C:2]1([CH3:29])[c:3]2[cH:4][cH:5][c:6]([C:15](=[CH:16][c:17]3[cH:18][cH:19][c:20]([C:21](=[O:22])[O:23][CH2:24][CH3:25])[cH:26][cH:27]3)[CH3:28])[cH:7][c:8]2[C:9]([CH3:13])([CH3:14])[C:10](=[O:12])[CH2:11]1.[CH3:33][CH2:34][OH:35].[ClH:32].[K+:31].[OH-:30].[OH2:36]>>[CH3:1][C:2]1([CH3:29])[c:3]2[cH:4][cH:5][c:6]([C:15](=[CH:16][c:17]3[cH:18][cH:19][c:20]([C:21](=[O:22])[OH:23])[cH:26][cH:27]3)[CH3:28])[cH:7][c:8]2[C:9]([CH3:13])([CH3:14])[C:10](=[O:12])[CH2:11]1. The reactants are CC(=O)NC(C(=O)O)C(C)C, O=c1[nH]c(=O)n(C2CC(O)C(CO)O2)cc1F, c1ccc(P(c2ccccc2)c2ccccc2)cc1. Yields the product CC(=O)NC(C(=O)OCC1OC(n2cc(F)c(=O)[nH]c2=O)CC1O)C(C)C. Reaction SMILES: [C:18]([CH3:19])(=[O:20])[NH:21][CH:22]([CH:23]([CH3:24])[CH3:25])[C:26](=[O:27])[OH:28].[F:1][c:2]1[c:3](=[O:17])[nH:4][c:5](=[O:16])[n:6]([CH:7]2[CH2:8][CH:9]([OH:10])[CH:11]([CH2:12][OH:13])[O:14]2)[cH:15]1.[c:29]1([P:30]([c:31]2[cH:32][cH:33][cH:34][cH:35][cH:36]2)[c:37]2[cH:38][cH:39][cH:40][cH:41][cH:42]2)[cH:43][cH:44][cH:45][cH:46][cH:47]1>>[F:1][c:2]1[c:3](=[O:17])[nH:4][c:5](=[O:16])[n:6]([CH:7]2[CH2:8][CH:9]([OH:10])[CH:11]([CH2:12][O:13][C:26]([CH:22]([NH:21][C:18]([CH3:19])=[O:20])[CH:23]([CH3:24])[CH3:25])=[O:27])[O:14]2)[cH:15]1. Yield: 88.4%. The reactants are C1(O)=CC(O)=CC=C1 (Resorcinol), C1(CCC(=O)O1)=O (succinic anhydride). As a reaction SMILES: [C:1]1([CH:8]=[CH:7][CH:6]=[C:4]([OH:5])[CH:3]=1)[OH:2].[C:9]1(=O)[O:14][C:12](=[O:13])[CH2:11][CH2:10]1>>[C:12]([CH2:11][CH:10]=[C:9]1[C:6]2[CH:7]=[CH:8][C:1]([OH:2])=[CH:3][C:4]=2[O:2][C:1]2[C:8]1=[CH:7][CH:6]=[C:4]([OH:5])[CH:3]=2)([OH:14])=[O:13]. Product: C(=O)(O)CC=C1C2=CC=C(C=C2OC=2C=C(C=CC12)O)O (9-(Carboxyethylidene)-3,6-dihydroxy-9H-xanthene). Procedure: Resorcinol (33.0 g, 0.300 mol) and succinic anhydride (30.0 g, 0.300 mol) were placed in a round bottomed flask and purged with nitrogen. Methanesulfonic acid (150 mL) was added and the solution was stirred at 65° C. for 2 hours under an atmosphere of nitrogen. The reaction mixture was added dropwise to rapidly stirred, ice-cooled water (1 L) with simultaneous addition of 50% aqueous sodium hydroxide to maintain pH 2.5 +/0.5. The product which appeared as a granular precipitate was collected by ... Reaction conditions: temperature 65 celsius, time 2 hour. The reactants are CN(CCN(C=1SC2=C(N1)C(=CC=C2)NC(C2=CC=C(C=C2)I)=O)C)C (N-{2-[(2-dimethylamino-ethyl)-methyl-amino]-benzothiazol-yl}-4-iodo-benzamide), ClC1=C(C=CC=C1Cl)B(O)O (2,3-dichloro-phenyl boronic acid). Yields the product CN(CCN(C=1SC2=C(N1)C=CC(=C2)NC(=O)C2=CC=C(C=C2)C2=C(C(=CC=C2)Cl)Cl)C)C (2′,3′-Dichloro-biphenyl-4-carboxylic acid {2-[(2-dimethylamino-ethyl)-methyl-amino]-benzothiazol-6-yl}-amide). Reaction SMILES: [CH3:1][N:2]([CH3:26])[CH2:3][CH2:4][N:5]([CH3:25])[C:6]1[S:7][C:8]2[CH:14]=[CH:13][CH:12]=[C:11]([NH:15][C:16](=[O:24])[C:17]3[CH:22]=[CH:21][C:20](I)=[CH:19][CH:18]=3)[C:9]=2[N:10]=1.[Cl:27][C:28]1[C:33]([Cl:34])=[CH:32][CH:31]=[CH:30][C:29]=1B(O)O>>[CH3:1][N:2]([CH3:26])[CH2:3][CH2:4][N:5]([CH3:25])[C:6]1[S:7][C:8]2[CH:9]=[C:11]([NH:15][C:16]([C:17]3[CH:22]=[CH:21][C:20]([C:32]4[CH:31]=[CH:30][CH:29]=[C:28]([Cl:27])[C:33]=4[Cl:34])=[CH:19][CH:18]=3)=[O:24])[CH:12]=[CH:13][C:14]=2[N:10]=1. Reported procedure: The title compound is prepared by following a procedure analogous to Example 113, Step 1, using N-{2-[(2-dimethylamino-ethyl)-methyl-amino]-benzothiazol-yl}-4-iodo-benzamide (0.15 g, 0.31 mmol) and 2,3-dichloro-phenyl boronic acid (0.072 g, 0.38 mmol) to afford 0.13 g (83%). LC/MS, Retention time=5.08 min; (m/z): calcd for C25H24Cl2N4OS: 499.5; found: 499.0.